From a dataset of the Open Reaction Database (ORD), a public repository of structured organic reaction records. describe an organic reaction: reactants, conditions, products, and yield As a reaction SMILES: CN(C=O)C.[F:6][C:7]([F:20])([F:19])[C:8]1[C:17]2[C:12](=[CH:13][CH:14]=[CH:15][CH:16]=2)[NH:11][C:10](=O)[CH:9]=1.O=P(Cl)(Cl)[Cl:23]>>[Cl:23][C:10]1[CH:9]=[C:8]([C:7]([F:20])([F:19])[F:6])[C:17]2[C:12](=[CH:13][CH:14]=[CH:15][CH:16]=2)[N:11]=1. Yield: 29.0%. Yields the product ClC1=NC2=CC=CC=C2C(=C1)C(F)(F)F (2-Chloro-4-trifluoromethyl-quinoline). Conditions: temperature 90 celsius. Reported procedure: DMF (cat.) was added to a solution of 4-trifluoromethyl-1H-quinolin-2-one 465 (160 mg, 0.75 mmol) in POCl3 (2 ml) and the mixture was heated at 90° C. for 1 h. After cooling, the mixture was concentrated in vacuo and the residue was poured into an ice cold solution of NaHCO3 solution. The aqueous phase was extracted with EtOAc. The organic phase was dried (Na2SO4) and concentrated in vacuo to give the title compound (50 mg, 29%) which was used in the next step without further purification. The reactants are CN(C)C=O (DMF), FC(C1=CC(NC2=CC=CC=C12)=O)(F)F (4-trifluoromethyl-1H-quinolin-2-one), O=P(Cl)(Cl)Cl (POCl3). The reactants are BrC1=CC=CC=C1 (bromobenzene), BrC1=C(C(=CC2=CC(=CC=C12)Br)C(=O)O)O (4,7-dibromo-3-hydroxy-2-naphthoic acid), ClC1=CC=C(C=C1)Br (4-chlorobromobenzene). Product: BrC1=C(C(=CC2=CC(=CC=C12)Br)CC1=CC=CC=C1)OC (1,6-dibromo-2methoxy-3-benzylnaphthalene), BrC1=C(C(=CC2=CC(=CC=C12)Br)CC1=CC=CC=C1)O (1,6-dibromo-3-benzyl-2-naphthol). Reaction SMILES: [Br:1][C:2]1[C:11]2[C:6](=[CH:7][C:8]([Br:12])=[CH:9][CH:10]=2)[CH:5]=[C:4]([C:13](O)=O)[C:3]=1[OH:16].Cl[C:18]1[CH:23]=[CH:22][C:21](Br)=[CH:20][CH:19]=1.Br[C:26]1[CH:31]=[CH:30][CH:29]=[CH:28][CH:27]=1>>[Br:1][C:2]1[C:11]2[C:6](=[CH:7][C:8]([Br:12])=[CH:9][CH:10]=2)[CH:5]=[C:4]([CH2:13][C:18]2[CH:23]=[CH:22][CH:21]=[CH:20][CH:19]=2)[C:3]=1[O:16][CH3:26].[Br:1][C:2]1[C:11]2[C:6](=[CH:7][C:8]([Br:12])=[CH:9][CH:10]=2)[CH:5]=[C:4]([CH2:13][C:26]2[CH:31]=[CH:30][CH:29]=[CH:28][CH:27]=2)[C:3]=1[OH:16]. Reported procedure: Using the Example 1 compound 4,7-dibromo-3-hydroxy-2-naphthoic acid as the starting material, and 4-chlorobromobenzene to replace bromobenzene, the procedures of Examples 3-7 were repeated to obtain compounds 1,6-dibromo-2methoxy-3-benzylnaphthalene and 1,6-dibromo-3-benzyl-2-naphthol.